From a dataset of the Open Reaction Database (ORD), a public repository of structured organic reaction records. describe an organic reaction: reactants, conditions, products, and yield Starting materials: NC1=NC=NC(=C1C(=O)N)N1CCC(CC1)C=1N(C=C(N1)C1=CC(=C(C=C1)F)C(F)(F)F)C (4-Amino-6-{4-[4-(4-fluoro-3-trifluoromethyl-phenyl)-1-methyl-1H-imidazol-2-yl]-piperidin-1-yl}-pyrimidine-5-carboxamide), NC1=NC=NC(=C1C#N)N1CCC(CC1)C=1N(C=C(N1)C1=CC(=C(C=C1)F)C(F)(F)F)CCNC (4-Amino-6-{4-[4-(4-fluoro-3-trifluoromethyl-phenyl)-1-(2-methylamino-ethyl)-1H-imidazol-2-yl]-piperidin-1-yl}-pyrimidine-5-carbonitrile). The product is NC1=NC=NC(=C1C(=O)N)N1CCC(CC1)C=1N(C=C(N1)C1=CC(=C(C=C1)F)C(F)(F)F)CCNC (4-Amino-6-{4-[4-(4-fluoro-3-trifluoromethyl-phenyl)-1-(2-methylamino-ethyl)-1H-imidazol-2-yl]-piperidin-1-yl}-pyrimidine-5-carboxylic acid amide). RXN SMILES: [NH2:1][C:2]1[C:7]([C:8]([NH2:10])=[O:9])=[C:6]([N:11]2[CH2:16][CH2:15][CH:14]([C:17]3[N:18]([CH3:33])[CH:19]=[C:20]([C:22]4[CH:27]=[CH:26][C:25]([F:28])=[C:24]([C:29]([F:32])([F:31])[F:30])[CH:23]=4)[N:21]=3)[CH2:13][CH2:12]2)[N:5]=[CH:4][N:3]=1.N[C:35]1C(C#N)=C(N2CCC(C3N(CCNC)C=C(C4C=CC(F)=C(C(F)(F)F)C=4)N=3)CC2)N=[CH:37][N:36]=1>>[NH2:1][C:2]1[C:7]([C:8]([NH2:10])=[O:9])=[C:6]([N:11]2[CH2:16][CH2:15][CH:14]([C:17]3[N:18]([CH2:33][CH2:35][NH:36][CH3:37])[CH:19]=[C:20]([C:22]4[CH:27]=[CH:26][C:25]([F:28])=[C:24]([C:29]([F:32])([F:31])[F:30])[CH:23]=4)[N:21]=3)[CH2:13][CH2:12]2)[N:5]=[CH:4][N:3]=1. Procedure details: The title compound was prepared in an analogous manner as 4-Amino-6-{4-[4-(4-fluoro-3-trifluoromethyl-phenyl)-1-methyl-1H-imidazol-2-yl]-piperidin-1-yl}-pyrimidine-5-carboxamide using 4-Amino-6-{4-[4-(4-fluoro-3-trifluoromethyl-phenyl)-1-(2-methylamino-ethyl)-1H-imidazol-2-yl]-piperidin-1-yl}-pyrimidine-5-carbonitrile instead of 4-amino-6-(4-{4-[4-fluoro-3-(trifluoromethyl)phenyl]-1-methyl-1H-imidazol-2-yl}piperidin-1-yl)pyrimidine-5-carbonitrile. LC-MS: (M+1=507, obsd.=507). Reactants: CC(C)(C)OC(=O)NCC(=O)O, CCOC(=O)C1C2C(O)CC(N)(C(=O)OCC)C12. Product: CCOC(=O)C1C2C(O)CC(NC(=O)CNC(=O)OC(C)(C)C)(C(=O)OCC)C12. Reaction SMILES: [C:1](=[O:2])([O:3][C:4]([CH3:5])([CH3:6])[CH3:7])[NH:8][CH2:9][C:10](=[O:11])[OH:12].[CH2:13]([CH3:14])[O:15][C:16](=[O:17])[C:18]1([NH2:30])[CH:19]2[CH:20]([C:25](=[O:26])[O:27][CH2:28][CH3:29])[CH:21]2[CH:22]([OH:24])[CH2:23]1>>[C:1](=[O:2])([O:3][C:4]([CH3:5])([CH3:6])[CH3:7])[NH:8][CH2:9][C:10](=[O:12])[NH:30][C:18]1([C:16]([O:15][CH2:13][CH3:14])=[O:17])[CH:19]2[CH:20]([C:25](=[O:26])[O:27][CH2:28][CH3:29])[CH:21]2[CH:22]([OH:24])[CH2:23]1. Starting materials: BrCCBr, COc1cc(C=O)cc(Br)c1O, O=C([O-])[O-], [K+], [K+], CN(C)C=O, O. Product: COc1cc(C=O)cc(Br)c1OCCBr. RXN SMILES: [Br:1][CH2:2][CH2:3][Br:4].[Br:5][c:6]1[c:7]([OH:16])[c:8]([O:14][CH3:15])[cH:9][c:10]([CH:11]=[O:12])[cH:13]1.[C:17](=[O:18])([O-:19])[O-:20].[K+:21].[K+:22].[O:24]=[CH:25][N:26]([CH3:27])[CH3:28].[OH2:23]>>[Br:1][CH2:2][CH2:3][O:16][c:7]1[c:6]([Br:5])[cH:13][c:10]([CH:11]=[O:12])[cH:9][c:8]1[O:14][CH3:15].